Task: describe an organic reaction: reactants, conditions, products, and yield. Dataset: the Open Reaction Database (ORD), a public repository of structured organic reaction records Starting materials: N(=O)[O-].[Na+] (Sodium nitrite), N[C@H](CC1=CC=CC=C1)C(=O)O (D-phenylalanine), [Br-].[K+] (potassium bromide). Solvent: S(O)(O)(=O)=O (sulfuric acid). Conditions: temperature 0 celsius, time 1 hour. Product: C1=CC=C(C(=C1)CCC(=O)O)Br ((R)-2-bromo-3-benzenepropanoic acid). Isolated yield 62.0%. RXN SMILES: N([O-])=O.[Na+].N[C@@H:6]([C:14]([OH:16])=[O:15])[CH2:7][C:8]1[CH:13]=[CH:12][CH:11]=[CH:10][CH:9]=1.[Br-:17].[K+]>S(=O)(=O)(O)O>[CH:12]1[CH:13]=[C:8]([CH2:7][CH2:6][C:14]([OH:16])=[O:15])[C:9]([Br:17])=[CH:10][CH:11]=1 |f:0.1,3.4|. Procedure: Sodium nitrite (10.3 g, 280 mmol) was added to a solution of D-phenylalanine (30.0 g, 181 mmol) and potassium bromide (73.5 g) in sulfuric acid (2.5N, 365 ml) over a period of one hour while maintaining the temperature of the reaction mixture at 0° C. The mixture was stirred for an additional hour at 0° C. and then for one hour at room temperature. The reaction solution was extracted with ether, the ether was back extracted with water, and the ether layer was dried over sodium sulfate. Ether was... Starting materials: BrCCBr, O=C([O-])[O-], CCn1nn[nH]c1=S, CC(C)=O, [K+], [K+]. Yields the product CCn1nnnc1SCCBr. As a reaction SMILES: [Br:15][CH2:16][CH2:17][Br:18].[C:9](=[O:10])([O-:11])[O-:12].[CH2:1]([CH3:2])[n:3]1[n:4][n:5][nH:6][c:7]1=[S:8].[CH3:19][C:20](=[O:21])[CH3:22].[K+:13].[K+:14]>>[CH2:1]([CH3:2])[n:3]1[n:4][n:5][n:6][c:7]1[S:8][CH2:17][CH2:16][Br:15]. Procedure details: When a methanolic solution of 3,4-dimethoxy-1,2,5-thiadiazole 1,1-dioxide is successively treated with an equimolar amount of 2-[(5-guanidino-1,2,4-oxadiazol-3-yl)methylthio]ethylamine and excess ammonia, the title compound is thereby produced. Product: NC1=NS(N=C1NCCSCC1=NOC(=N1)NC(=N)N)(=O)=O (3-Amino-4-{2-[(5-guanidino-1,2,4-oxadiazol-3-yl)methylthio]ethylamino}-1,2,5-thiadiazole 1,1-dioxide). Reactants: COC1=NS(N=C1OC)(=O)=O (3,4-dimethoxy-1,2,5-thiadiazole 1,1-dioxide), N(C(=N)N)C1=NC(=NO1)CSCCN (2-[(5-guanidino-1,2,4-oxadiazol-3-yl)methylthio]ethylamine), N (ammonia). As a reaction SMILES: CO[C:3]1[C:7](OC)=[N:6][S:5](=[O:11])(=[O:10])[N:4]=1.[NH:12]([C:16]1[O:20][N:19]=[C:18]([CH2:21][S:22][CH2:23][CH2:24][NH2:25])[N:17]=1)[C:13]([NH2:15])=[NH:14].[NH3:26]>>[NH2:26][C:7]1[C:3]([NH:25][CH2:24][CH2:23][S:22][CH2:21][C:18]2[N:17]=[C:16]([NH:12][C:13]([NH2:15])=[NH:14])[O:20][N:19]=2)=[N:4][S:5](=[O:10])(=[O:11])[N:6]=1. Reactants: N1(CCCC1)[C@@H]1CC[C@H](CC1)NC(OC(C)(C)C)=O (tert-butyl trans-4-(pyrrolidin-1-yl)cyclohexylcarbamate), Cl (HCl), O (water). Solvent: C1CCOC1 (THF). Conditions: temperature 65 celsius. The product is Cl.N1(CCCC1)[C@@H]1CC[C@H](CC1)N (trans-4-(Pyrrolidin-1-yl)cyclohexanamine hydrochloride). Yield: 99.0%. RXN SMILES: [N:1]1([C@H:6]2[CH2:11][CH2:10][C@H:9]([NH:12]C(=O)OC(C)(C)C)[CH2:8][CH2:7]2)[CH2:5][CH2:4][CH2:3][CH2:2]1.[ClH:20].O>C1COCC1>[ClH:20].[N:1]1([C@H:6]2[CH2:11][CH2:10][C@H:9]([NH2:12])[CH2:8][CH2:7]2)[CH2:2][CH2:3][CH2:4][CH2:5]1 |f:4.5|. Procedure: To a solution of tert-butyl trans-4-(pyrrolidin-1-yl)cyclohexylcarbamate (399 mg, 1.44 mmol) in THF (12 mL) was added aqueous 6 N HCl (6 mL) and water (6 mL) and the reaction mixture was heated at 65° C. for 18 ht. The reaction mixture was cooled and concentrated to afford the desired product (350 mg, >99%) as an off-white solid: ESI MS m/z 169 [C10H20N2+H]+. Starting materials: N1(C=NC=C1)CCCCCOC1=CC=C(C=C1)O (p-[5-(1-imidazolyl)pentyloxy]phenol), C([O-])([O-])=O.[K+].[K+] (potassium carbonate), C(C)O (ethanol). Conditions: time 2 day. Yields the product N1(C=NC=C1)CCCCCOC1=CC=C(OCCCCCCCCC)C=C1 ([p-[5-(1-imidazolyl)pentyloxy]phenoxy]nonane). RXN SMILES: [N:1]1([CH2:6][CH2:7][CH2:8][CH2:9][CH2:10][O:11][C:12]2[CH:17]=[CH:16][C:15](O)=[CH:14][CH:13]=2)[CH:5]=[CH:4][N:3]=[CH:2]1.[C:19](=[O:22])([O-])[O-].[K+].[K+].[CH2:25](O)[CH3:26]>>[N:1]1([CH2:6][CH2:7][CH2:8][CH2:9][CH2:10][O:11][C:12]2[CH:17]=[CH:16][C:15]([O:22][CH2:19][CH2:16][CH2:17][CH2:12][CH2:13][CH2:14][CH2:15][CH2:25][CH3:26])=[CH:14][CH:13]=2)[CH:5]=[CH:4][N:3]=[CH:2]1 |f:1.2.3|. Procedure details: To a mixture of 2.46 g p-[5-(1-imidazolyl)pentyloxy]phenol, 24 ml ethanol and 1.75 g potassium carbonate, was added 2.1 g 1-bromonoane, and the resulting mixture was heated under reflux with stirring for two days. The solvent was distilled off under reduced pressure, the residue was extracted with chloroform, and the extract was washed with water, dehydrated and concentrated. The crude product thus obtained was purified by silica gel column chromatography, affording 0.88 g of [p-[5-(1-imidazolyl... Reactants: C(C)OC(=O)C=1C(=C2N(N=CC(=C2NC2=CC(=C(C=C2)OC2=CC=CC=C2)COC2OCCCC2)C#N)C1)C (3-cyano-5-methyl-4-[4-phenoxy-3-(tetrahydro-pyran-2-yloxymethyl)-phenylamino]-pyrrolo[1,2-b]pyridazine-6-carboxylic acid ethyl ester), C(=O)(C(F)(F)F)O (TFA). Solvent: C(Cl)Cl (CH2Cl2). Conditions: time 30 minute. Yields the product C(C)OC(=O)C=1C(=C2N(N=CC(=C2NC2=CC(=C(C=C2)OC2=CC=CC=C2)CO)C#N)C1)C (3-Cyano-4-(3-hydroxymethyl-4-phenoxy-phenylamino)-5-methyl-pyrrolo[1,2-b]pyridazine-6-carboxylic acid ethyl ester). Yield: 43.6%. As a reaction SMILES: [CH2:1]([O:3][C:4]([C:6]1[C:7]([CH3:39])=[C:8]2[C:13]([NH:14][C:15]3[CH:20]=[CH:19][C:18]([O:21][C:22]4[CH:27]=[CH:26][CH:25]=[CH:24][CH:23]=4)=[C:17]([CH2:28][O:29]C4CCCCO4)[CH:16]=3)=[C:12]([C:36]#[N:37])[CH:11]=[N:10][N:9]2[CH:38]=1)=[O:5])[CH3:2].C(O)(C(F)(F)F)=O>C(Cl)Cl>[CH2:1]([O:3][C:4]([C:6]1[C:7]([CH3:39])=[C:8]2[C:13]([NH:14][C:15]3[CH:20]=[CH:19][C:18]([O:21][C:22]4[CH:27]=[CH:26][CH:25]=[CH:24][CH:23]=4)=[C:17]([CH2:28][OH:29])[CH:16]=3)=[C:12]([C:36]#[N:37])[CH:11]=[N:10][N:9]2[CH:38]=1)=[O:5])[CH3:2]. Reported procedure: To a solution of 394 (30 mg, 0.057 mmol) in CH2Cl2 (1 ml) was added TFA (300 μl). The mixture was stirred at rt for 30 min, concentrated and purified by silica gel flash column chromatography to give the title compound (11 mg, 44%) (30% EtOAc—Hexanes). LCMS Found: (M+H)+=443.2